Dataset: the Open Reaction Database (ORD), a public repository of structured organic reaction records. Task: describe an organic reaction: reactants, conditions, products, and yield Starting materials: BrC1=CC2=C(N=C(S2)[C@@H]2C[C@H](C2)N2[C@@H](CCC2)C)C=C1 (Trans-6-bromo-2-{3-[(2R)-2-methylpyrrolidin-1-yl]cyclobutyl}-1,3-benzothiazole), CC=1C=CC(NN1)=O (6-methyl-3(2H)-pyridazinone), N=1NC(C=CC1)=O (3(2H)-pyridazinone). Product: CC=1C=CC(N(N1)C1=CC2=C(N=C(S2)[C@@H]2C[C@H](C2)N2[C@H](CCC2)C)C=C1)=O (Trans-6-methyl-2-(2-{3-[(2S)-2-methylpyrrolidin-1-yl]cyclobutyl}-1,3-benzothiazol-6-yl)pyridazin-3(2H)-one). As a reaction SMILES: Br[C:2]1[CH:20]=[CH:19][C:5]2[N:6]=[C:7]([C@H:9]3[CH2:12][C@H:11]([N:13]4[CH2:17][CH2:16][CH2:15][C@H:14]4[CH3:18])[CH2:10]3)[S:8][C:4]=2[CH:3]=1.[CH3:21][C:22]1[CH:23]=[CH:24][C:25](=[O:28])[NH:26][N:27]=1.N1NC(=O)C=CC=1>>[CH3:21][C:22]1[CH:23]=[CH:24][C:25](=[O:28])[N:26]([C:2]2[CH:20]=[CH:19][C:5]3[N:6]=[C:7]([C@H:9]4[CH2:12][C@H:11]([N:13]5[CH2:17][CH2:16][CH2:15][C@@H:14]5[CH3:18])[CH2:10]4)[S:8][C:4]=3[CH:3]=2)[N:27]=1. Procedure: The title compound was prepared according to the procedure described in Example 22, substituting the product of Example 11A for the product of Example 1E, and substituting 6-methyl-3(2H)-pyridazinone for 3(2H)-pyridazinone. 1H NMR (500 MHz, CDCl3) δ ppm 8.12 (m, 1H) 8.00 (m, 1H) 7.67 (dd, J=8.73, 1.87 Hz, 1H) 7.16 (m, 1H) 7.01 (m, 1H) 3.57-3.67 (m, 1H) 3.15-3.24 (m, 1H) 3.02-3.11 (m, 1H) 2.73-2.86 (m, 1H) 2.56-2.68 (m, 1H) 2.45-2.55 (m, 2H) 2.41 (s, 3H) 2.30-2.37 (m, 1H) 1.92-2.04 (m, 1H) 1.77-1... The reactants are C(C1=CC=CC=C1)OC[C@@H](CC#CC1CCN(CC1)C(=O)OC(C)(C)C)O (tert-butyl 4-[(4R)-5-(benzyloxy)-4-hydroxypent-1-yn-1-yl]piperidine-1-carboxylate), N1=CC=CC2=CC=CC=C12 (quinoline). The reagents and catalysts are [Pd].CC(=O)[O-].CC(=O)[O-].[Pb+2] (Lindlar's catalyst). Solvent: CCOC(=O)C (EtOAc). Reaction conditions: time 40 minute. Yields the product C(C1=CC=CC=C1)OC[C@@H](C\C=C/C1CCN(CC1)C(=O)OC(C)(C)C)O (tert-butyl 4-[(1Z,4R)-5-(benzyloxy)-4-hydroxypent-1-en-1-yl]piperidine-1-carboxylate). As a reaction SMILES: [CH2:1]([O:8][CH2:9][C@H:10]([OH:27])[CH2:11][C:12]#[C:13][CH:14]1[CH2:19][CH2:18][N:17]([C:20]([O:22][C:23]([CH3:26])([CH3:25])[CH3:24])=[O:21])[CH2:16][CH2:15]1)[C:2]1[CH:7]=[CH:6][CH:5]=[CH:4][CH:3]=1.N1C2C(=CC=CC=2)C=CC=1>CCOC(C)=O.[Pd].CC([O-])=O.CC([O-])=O.[Pb+2]>[CH2:1]([O:8][CH2:9][C@H:10]([OH:27])[CH2:11]/[CH:12]=[CH:13]\[CH:14]1[CH2:19][CH2:18][N:17]([C:20]([O:22][C:23]([CH3:25])([CH3:24])[CH3:26])=[O:21])[CH2:16][CH2:15]1)[C:2]1[CH:7]=[CH:6][CH:5]=[CH:4][CH:3]=1 |f:3.4.5.6|. Reported procedure: The alcohol from step 1 of this example (9.1 g, 24.4 mmol) was dissolved in EtOAc (100 ml) and quinoline (0.48 ml, 4.03 mmol) was added. Lindlar's catalyst (1.04 g) was added and the vessel evacuated and refilled three times with H2. The slurry was stirred under a H2 atmosphere for 40 min. The starting material was completely consumed. The mixture was filtered through CELITE and rinsed with EtOAc (4×50 ml). The volume of EtOAc was reduced ˜80% in vacuum. The remaining solution was diluted with e... The reactants are C1(=CC=CC=C1)CCCC(=O)O (4-phenylbutyric acid), S(O)(O)(=O)=O (sulfuric acid), C(C)O (ethanol), ice water. The product is C(C)OC(CCCC1=CC=CC=C1)=O (4-phenylbutyric acid ethyl ester). The yield is 97.0%. As a reaction SMILES: [C:1]1([CH2:7][CH2:8][CH2:9][C:10]([OH:12])=[O:11])[CH:6]=[CH:5][CH:4]=[CH:3][CH:2]=1.S(=O)(=O)(O)O.[CH2:18](O)[CH3:19]>>[CH2:18]([O:11][C:10](=[O:12])[CH2:9][CH2:8][CH2:7][C:1]1[CH:6]=[CH:5][CH:4]=[CH:3][CH:2]=1)[CH3:19]. Procedure details: Part A - A solution of 4-phenylbutyric acid (50.0 g, 0.3 mol) in ethanol (140 mL) with concentrated sulfuric acid (0.53 mL) was stirred at reflux over 5 hours. The cooled solution was poured into ice water and extracted with ethyl acetate. The combined organic layers were backwashed with brine, dried over anhydrous magnesium sulfate and evaporated to dryness under reduced pressure to give 4-phenylbutyric acid ethyl ester (56.07 g, 0.29 mol, 97%) as a yellow liquid. 1H NMR (CDCl3) d 7.3-7.1 (m, 5... Starting materials: Cc1cc2c(cc1C(F)(F)F)N(C(=O)OC(C)(C)C)CCCC2N(Cc1cc(C(F)(F)F)cc(C(F)(F)F)c1)c1nnn(CCO)n1, ClCCl, O=C(O)C(F)(F)F. Yields the product Cc1cc2c(cc1C(F)(F)F)NCCCC2N(Cc1cc(C(F)(F)F)cc(C(F)(F)F)c1)c1nnn(CCO)n1. RXN SMILES: [C:8]([O:9][C:10](=[O:11])[N:15]1[c:16]2[c:17]([cH:46][c:47]([CH3:54])[c:48]([C:50]([F:51])([F:52])[F:53])[cH:49]2)[CH:18]([N:22]([c:23]2[n:24][n:25][n:26]([CH2:28][CH2:29][OH:30])[n:27]2)[CH2:31][c:32]2[cH:33][c:34]([C:42]([F:43])([F:44])[F:45])[cH:35][c:36]([C:38]([F:39])([F:40])[F:41])[cH:37]2)[CH2:19][CH2:20][CH2:21]1)([CH3:12])([CH3:13])[CH3:14].[CH2:55]([Cl:56])[Cl:57].[OH:1][C:2]([C:3]([F:4])([F:5])[F:6])=[O:7]>>[NH:15]1[c:16]2[c:17]([cH:46][c:47]([CH3:54])[c:48]([C:50]([F:51])([F:52])[F:53])[cH:49]2)[CH:18]([N:22]([c:23]2[n:24][n:25][n:26]([CH2:28][CH2:29][OH:30])[n:27]2)[CH2:31][c:32]2[cH:33][c:34]([C:42]([F:43])([F:44])[F:45])[cH:35][c:36]([C:38]([F:39])([F:40])[F:41])[cH:37]2)[CH2:19][CH2:20][CH2:21]1. Reactants: [N-]=[N+]=[N-].[Na+] (Sodium azide), Br.BrCCCC1CCNCC1 (4-(3'-bromopropyl)-piperidine hydrobromide), O (water). Solvent: CO (methanol). Product: N(=[N+]=[N-])CCCC1CCNCC1 (4-(3'-azidopropyl)-piperidine). As a reaction SMILES: [N-:1]=[N+:2]=[N-:3].[Na+].Br.Br[CH2:7][CH2:8][CH2:9][CH:10]1[CH2:15][CH2:14][NH:13][CH2:12][CH2:11]1.O>CO>[N:1]([CH2:7][CH2:8][CH2:9][CH:10]1[CH2:15][CH2:14][NH:13][CH2:12][CH2:11]1)=[N+:2]=[N-:3] |f:0.1,2.3|. Procedure: Sodium azide (1 g) was added to a mixture of 4-(3'-bromopropyl)-piperidine hydrobromide (2 g), water (7 ml) and methanol (7 ml). The pH of the mixture was adjusted to 6.3, and the resulting solution was refluxed for 2 hours. After cooling, methanol was evaporated, 30 percent aqueous sodium hydroxide was added and the mixture was extracted several times with ether. The ether extracts were dried and evaporated to leave the desired compound as an oil. The IR-spectrum (CHCl3) showed strong bands at ... Reactants: ClC(Cl)Cl, Cl, [Na+], CCc1cc2c(s1)-n1c(CO)nnc1CN=C2c1ccccc1Cl, O=C([O-])O, O=C(Cl)c1cc2ccccc2[nH]1. The product is CCc1cc(C(=O)c2ccccc2Cl)c(-n2c(CO)nnc2CNC(=O)c2cc3ccccc3[nH]2)s1. As a reaction SMILES: [CH:43]([Cl:44])([Cl:45])[Cl:46].[ClH:25].[Na+:26].[OH:1][CH2:2][c:3]1[n:4][n:5][c:6]2[n:7]1-[c:8]1[c:9]([cH:20][c:21]([CH2:23][CH3:24])[s:22]1)[C:10]([c:13]1[c:14]([Cl:19])[cH:15][cH:16][cH:17][cH:18]1)=[N:11][CH2:12]2.[OH:27][C:28](=[O:29])[O-:30].[nH:31]1[c:32]([C:40](=[O:41])[Cl:42])[cH:33][c:34]2[cH:35][cH:36][cH:37][cH:38][c:39]12>>[OH:1][CH2:2][c:3]1[n:4][n:5][c:6]([CH2:12][NH:11][C:40]([c:32]2[nH:31][c:39]3[c:34]([cH:33]2)[cH:35][cH:36][cH:37][cH:38]3)=[O:41])[n:7]1-[c:8]1[c:9]([C:10]([c:13]2[c:14]([Cl:19])[cH:15][cH:16][cH:17][cH:18]2)=[O:27])[cH:20][c:21]([CH2:23][CH3:24])[s:22]1. Reactants: [BH3-]C#N, C=O, COc1cc2c(cc1Cl)CCNC1Cc3ccccc3C21, CC(=O)O, CC#N, [Na+]. The product is COc1cc2c(cc1Cl)CCN(C)C1Cc3ccccc3C21. RXN SMILES: [C:24]([BH3-:25])#[N:26].[CH2:22]=[O:23].[CH3:1][O:2][c:3]1[c:4]([Cl:21])[cH:5][c:6]2[c:7]([cH:20]1)[CH:8]1[CH:9]([NH:10][CH2:11][CH2:12]2)[CH2:13][c:14]2[cH:15][cH:16][cH:17][cH:18][c:19]21.[CH3:28][C:29](=[O:30])[OH:31].[CH3:32][C:33]#[N:34].[Na+:27]>>[CH3:1][O:2][c:3]1[c:4]([Cl:21])[cH:5][c:6]2[c:7]([cH:20]1)[CH:8]1[CH:9]([N:10]([CH3:24])[CH2:11][CH2:12]2)[CH2:13][c:14]2[cH:15][cH:16][cH:17][cH:18][c:19]21. Starting materials: ice water, NC1=C(C(=O)N)C=C(C=C1)F (2-amino-5-fluorobenzamide), O1C(OCC1)C1=CC=C(C=C1)C1(CCCC1)O (1-(4-[1,3]dioxolan-2-yl-phenyl)-cyclopentanol), S(=O)([O-])OS(=O)[O-].[Na+].[Na+] (sodium disulfite). Solvent: CN(C(C)=O)C (N,N-dimethylacetamide). Conditions: temperature 150 celsius, time 3 hour. Product: FC=1C=C2C(NC(=NC2=CC1)C1=CC=C(C=C1)C1(CCCC1)O)=O (6-fluoro-2-[4-(1-hydroxy-cyclopentyl)-phenyl]-3H-quinazolin-4-one). As a reaction SMILES: [NH2:1][C:2]1[CH:10]=[CH:9][C:8]([F:11])=[CH:7][C:3]=1[C:4]([NH2:6])=[O:5].O1CCO[CH:13]1[C:17]1[CH:22]=[CH:21][C:20]([C:23]2([OH:28])[CH2:27][CH2:26][CH2:25][CH2:24]2)=[CH:19][CH:18]=1.S(OS([O-])=O)([O-])=O.[Na+].[Na+]>CN(C)C(=O)C>[F:11][C:8]1[CH:7]=[C:3]2[C:2](=[CH:10][CH:9]=1)[N:1]=[C:13]([C:17]1[CH:18]=[CH:19][C:20]([C:23]3([OH:28])[CH2:27][CH2:26][CH2:25][CH2:24]3)=[CH:21][CH:22]=1)[NH:6][C:4]2=[O:5] |f:2.3.4|. Procedure: A suspension of 2-amino-5-fluorobenzamide (135 mg, 0.88 mmol), 1-(4-[1,3]dioxolan-2-yl-phenyl)-cyclopentanol (206 mg, 0.88 mmol) and sodium disulfite (170 mg, 0.89 mmol) in N,N-dimethylacetamide (2 ml) is heated to 150° C. and stirred at this temperature for 3 hours. The reaction mixture is allowed to reach room temperature and poured into ice water. The resulting precipitate is collected by filtration and washed with water. It is chromatographed on a silica gel column with methanol/dichlorometh... Reactants: C([O-])([O-])=O.[Na+].[Na+] (sodium carbonate), Cl.N12C[C@@H](C(CC1)CC2)NC(=O)C=2SC1=C(C2)C=C(C=C1)Br (N-[(3R)-1-Azabicyclo[2.2.2]oct-3-yl]-5-bromo-1-benzothiophene-2-carboxamide hydrochloride), C1(=CC=CC=C1)B(O)O (phenylboronic acid). The reagents and catalysts are C1=CC=C(C=C1)P([C-]2C=CC=C2)C3=CC=CC=C3.C1=CC=C(C=C1)P([C-]2C=CC=C2)C3=CC=CC=C3.Cl[Pd]Cl.[Fe+2] (PdCl2(dppf)). Run in CN(C)C=O (DMF). Run at temperature 80 celsius. The product is Cl.N12C[C@@H](C(CC1)CC2)NC(=O)C=2SC1=C(C2)C=C(C=C1)C1=CC=CC=C1 (N-[(3R)-1-Azabicyclo[2.2.2]oct-3-yl]-5-phenyl-1-benzothiophene-2-carboxamide hydrochloride). RXN SMILES: C(=O)([O-])[O-].[Na+].[Na+].[ClH:7].[N:8]12[CH2:15][CH2:14][CH:11]([CH2:12][CH2:13]1)[C@@H:10]([NH:16][C:17]([C:19]1[S:20][C:21]3[CH:27]=[CH:26][C:25](Br)=[CH:24][C:22]=3[CH:23]=1)=[O:18])[CH2:9]2.[C:29]1(B(O)O)[CH:34]=[CH:33][CH:32]=[CH:31][CH:30]=1>CN(C=O)C.C1C=CC(P(C2C=CC=CC=2)[C-]2C=CC=C2)=CC=1.C1C=CC(P(C2C=CC=CC=2)[C-]2C=CC=C2)=CC=1.Cl[Pd]Cl.[Fe+2]>[ClH:7].[N:8]12[CH2:15][CH2:14][CH:11]([CH2:12][CH2:13]1)[C@@H:10]([NH:16][C:17]([C:19]1[S:20][C:21]3[CH:27]=[CH:26][C:25]([C:29]4[CH:34]=[CH:33][CH:32]=[CH:31][CH:30]=4)=[CH:24][C:22]=3[CH:23]=1)=[O:18])[CH2:9]2 |f:0.1.2,3.4,7.8.9.10,11.12|. Reported procedure: 0.15 ml of 2 M aqueous sodium carbonate solution and 4.1 mg (0.005 mmol) of PdCl2(dppf) are added to a mixture of 40 mg (0.10 mmol) of N-[(3R)-1-azabicyclo[2.2.2]oct-3-yl]-5-bromo-1-benzothiophene-2-carboxamide hydrochloride (Example 14A) and 12.1 mg (0.10 mmol) of phenylboronic acid in 1 ml of DMF. The reaction mixture is heated at 80° C. for 14 h, filtered through kieselguhr and evaporated to dryness. Purification of the crude product by preparative HPLC, subsequent addition of 1N hydrochloric...